This data is from the Open Reaction Database (ORD), a public repository of structured organic reaction records. The task is: describe an organic reaction: reactants, conditions, products, and yield The solvent is C1CCOC1 (THF), C1CCOC1 (THF). Procedure: To a solution of 0.3 mL of acetonitrile (5.8 mmoles, 1.8 eq.) in 15 mL of THF there are added, at −60° C., 1.77 mL of n-butyllithium (2M in cyclohexane, 3.5 mmoles, 1.1 eq.). The solution is stirred for 15 minutes at −60° C. and then 1 g of 1-bromo-2-(bromomethyl)-4,5-dimethoxybenzene (3.2 mmoles) dissolved in 5 mL of THF is added. The reaction mixture is stirred for 1 hour and then hydrolysed using 10 mL of water and extracted twice with ethyl acetate. The organic phases are combined and evapor... The product is BrC1=C(C=C(C(=C1)OC)OC)CCC#N (3-(2-bromo-4,5-dimethoxyphenyl)propanenitrile). Starting materials: BrC1=C(C=C(C(=C1)OC)OC)CBr (1-bromo-2-(bromomethyl)-4,5-dimethoxybenzene), O (water), C(C)#N (acetonitrile), C(CCC)[Li] (n-butyllithium). Run at temperature -60 celsius, time 15 minute. RXN SMILES: [C:1](#[N:3])[CH3:2].C([Li])CCC.[Br:9][C:10]1[CH:15]=[C:14]([O:16][CH3:17])[C:13]([O:18][CH3:19])=[CH:12][C:11]=1[CH2:20]Br.O>C1COCC1>[Br:9][C:10]1[CH:15]=[C:14]([O:16][CH3:17])[C:13]([O:18][CH3:19])=[CH:12][C:11]=1[CH2:20][CH2:2][C:1]#[N:3]. Starting materials: COC(CCNC1=C(C=CC=C1[N+](=O)[O-])F)=O (3-(2-fluoro-6-nitrophenylamino)propionic acid methyl ester). Reagents/catalysts: [Pd] (palladium on carbon). Solvent: CO (methanol). Reaction conditions: time 18 hour. Product: FC1=CC=CC=2NC(CCNC21)=O (6-Fluoro-1,3,4,5-tetrahydrobenzo[b][1,4]diazepin-2-one). RXN SMILES: C[O:2][C:3](=O)[CH2:4][CH2:5][NH:6][C:7]1[C:12]([N+:13]([O-])=O)=[CH:11][CH:10]=[CH:9][C:8]=1[F:16]>CO.[Pd]>[F:16][C:8]1[C:7]2[NH:6][CH2:5][CH2:4][C:3](=[O:2])[NH:13][C:12]=2[CH:11]=[CH:10][CH:9]=1. Procedure details: To a degassed solution of 3-(2-fluoro-6-nitrophenylamino)propionic acid methyl ester from Example 1A (650 mg, 2.7 mmol) in methanol (40 ml) was added palladium on carbon (10%, 200 mg). Hydrogen gas was bubbled through the mixture for two hours, filtered through Celite® and reduced in vacuo. The residue was dissolved in propan-2-ol (20 ml) and to it was added acetic acid (2 ml). The mixture was stirred for 18 h, heated at reflux for 2 h, cooled, reduced in vacuo and azeotroped with toluene; yield... The reactants are C(C)(C)C1=C(C(=CC=C1)C(C)C)O (2,6-diisopropylphenol), C[O-].[Na+] (sodium methoxide), C(=O)=O (Carbon dioxide). The solvent is CN(C(C)=O)C (N,N-dimethylacetamide). Reaction conditions: temperature 90 celsius. Product: C(C)(C)C=1C=C(C(=O)O)C=C(C1O)C(C)C (3,5-diisopropyl-4-hydroxybenzoic acid). Isolated yield 23.0%. RXN SMILES: [CH:1]([C:4]1[CH:9]=[CH:8][CH:7]=[C:6]([CH:10]([CH3:12])[CH3:11])[C:5]=1[OH:13])([CH3:3])[CH3:2].C[O-].[Na+].[C:17](=[O:19])=[O:18]>CN(C)C(=O)C>[CH:10]([C:6]1[CH:7]=[C:8]([CH:9]=[C:4]([CH:1]([CH3:3])[CH3:2])[C:5]=1[OH:13])[C:17]([OH:19])=[O:18])([CH3:12])[CH3:11] |f:1.2|. Reported procedure: This acid was prepared according to the procedure of W. H. Meek et al. J. Chemical and Engineering Data, 14(3), 388, (1969). To a solution of 2,6-diisopropylphenol (Aldrich cat. # D12660-8) (37.0 ml, 0.20 mol) in anhydrous N,N-dimethylacetamide (150 ml) was added sodium methoxide (16.2 g, 0.30 mol). Carbon dioxide was passed through the mixture throughout the subsequent reaction period. The mixture was heated with stirring and the solvent was slowly distilled out during 2 hours of the period unt... The reactants are [H][H] (hydrogen), C(#N)CCP(OCC)(=O)C(OCC)OCC (ethyl 2-cyanoethyl(diethoxymethyl)phosphinate), solution, N (ammonia). The reagents and catalysts are [Ni] (Raney Nickel). Run in C(C)O (ethanol), C(C)O (ethanol). The product is NCCCP(OCC)(=O)C(OCC)OCC (ethyl 3-aminopropyl(diethoxymethyl)phosphinate). RXN SMILES: [C:1]([CH2:3][CH2:4][P:5]([CH:10]([O:14][CH2:15][CH3:16])[O:11][CH2:12][CH3:13])(=[O:9])[O:6][CH2:7][CH3:8])#[N:2].N.[H][H]>C(O)C.[Ni]>[NH2:2][CH2:1][CH2:3][CH2:4][P:5]([CH:10]([O:14][CH2:15][CH3:16])[O:11][CH2:12][CH3:13])(=[O:9])[O:6][CH2:7][CH3:8]. Procedure: A solution of 9.6 g of ethyl 2-cyanoethyl(diethoxymethyl)phosphinate in 450 ml of ethanol is added to 82 g of an 8% solution of ammonia in ethanol. To this is added 5 ml of Raney Nickel and the resulting mixture is hydrogenated at 1 bar until the theoretical amount of hydrogen has been taken up. The mixture is then filtered, the filtrate is concentrated under reduced pressure and the crude product is distilled to give ethyl 3-aminopropyl(diethoxymethyl)phosphinate, b.p. 150° C./0.01 mbar, 31P=+4... Reactants: NC(=NO)c1ccc2c(c1)nc(-c1ccc(OCc3ccccc3)cc1)n2C1CCCCC1, C1CCOC1, O=S(Cl)Cl, c1ccncc1. Yields the product O=S1NC(c2ccc3c(c2)nc(-c2ccc(OCc4ccccc4)cc2)n3C2CCCCC2)=NO1. RXN SMILES: [CH2:5]([c:6]1[cH:7][cH:8][cH:9][cH:10][cH:11]1)[O:12][c:13]1[cH:14][cH:15][c:16](-[c:19]2[n:20][c:21]3[c:22]([n:23]2[CH:24]2[CH2:25][CH2:26][CH2:27][CH2:28][CH2:29]2)[cH:30][cH:31][c:32]([C:34]([NH2:35])=[N:36][OH:37])[cH:33]3)[cH:17][cH:18]1.[O:44]1[CH2:45][CH2:46][CH2:47][CH2:48]1.[S:1](=[O:2])([Cl:3])[Cl:4].[cH:38]1[cH:39][cH:40][n:41][cH:42][cH:43]1>>[S:1]1(=[O:2])[NH:35][C:34]([c:32]2[cH:31][cH:30][c:22]3[c:21]([n:20][c:19](-[c:16]4[cH:15][cH:14][c:13]([O:12][CH2:5][c:6]5[cH:7][cH:8][cH:9][cH:10][cH:11]5)[cH:18][cH:17]4)[n:23]3[CH:24]3[CH2:25][CH2:26][CH2:27][CH2:28][CH2:29]3)[cH:33]2)=[N:36][O:37]1. Reaction SMILES: [CH2:1]([N:4]([CH2:19][CH2:20][CH3:21])[CH:5]1[CH2:18][C:8]2=[CH:9][C:10]3[C:11](=[O:17])[NH:12][C:13](=[O:16])[C:14]=3[CH:15]=[C:7]2[CH2:6]1)[CH2:2][CH3:3].Br[CH2:23][C:24]1[CH:29]=[CH:28][C:27]([C:30]#[N:31])=[CH:26][CH:25]=1.Cl>>[CH2:19]([N:4]([CH2:1][CH2:2][CH3:3])[CH:5]1[CH2:18][C:8]2=[CH:9][C:10]3[C:11](=[O:17])[N:12]([CH2:23][C:24]4[CH:29]=[CH:28][C:27]([C:30]#[N:31])=[CH:26][CH:25]=4)[C:13](=[O:16])[C:14]=3[CH:15]=[C:7]2[CH2:6]1)[CH2:20][CH3:21]. Yields the product C(CC)N(C1CC=2C(=CC=3C(N(C(C3C2)=O)CC2=CC=C(C#N)C=C2)=O)C1)CCC (4-[[6-(Dipropylamino)-3,5,6,7-tetrahydro-1,3-dioxocyclopent[f]isoindol-2(1H)-yl]methyl]benzonitrile). The reactants are C(CC)N(C1CC=2C(=CC=3C(NC(C3C2)=O)=O)C1)CCC (6-(Dipropylamino)-6,7-dihydrocyclopent[f]isoindole-1,3(2H,5H)-dione), BrCC1=CC=C(C=C1)C#N (alpha-bromo-p-tolunitrile), Cl (HCl). Reported procedure: Using procedure 48, 6-(dipropylamino)-6,7-dihydrocyclopent[f]isoindole-1,3(2H,5H)-dione (93, 0.12 g, 0.4 mmol) was treated with alpha-bromo-p-tolunitrile (0.08 mL, 0.4 mmol). Purification using silica gel, eluting with 3:1 hexane/acetone, afforded a solid that was converted to an HCl salt and recrystallized from hot MeOH/EtOAc to give 97 as a white solid (m.p. 263-264° C.). Starting materials: CC(C)(C)OC(=O)N1CCCC(C(=O)c2ccccc2)C1, O. Yields the product CC(C)(C)OC(=O)N1CCCC(C(O)c2ccccc2)C1. Reaction SMILES: [C:1]([c:2]1[cH:3][cH:4][cH:5][cH:6][cH:7]1)(=[O:8])[CH:9]1[CH2:10][N:11]([C:15](=[O:16])[O:17][C:18]([CH3:19])([CH3:20])[CH3:21])[CH2:12][CH2:13][CH2:14]1.[OH2:22]>>[CH:1]([c:2]1[cH:3][cH:4][cH:5][cH:6][cH:7]1)([OH:8])[CH:9]1[CH2:10][N:11]([C:15](=[O:16])[O:17][C:18]([CH3:19])([CH3:20])[CH3:21])[CH2:12][CH2:13][CH2:14]1. The reactants are COC1=CC2=C(SC(=C2OC2=CC=C(C=C2)OC)/C=C(/C(=O)[O-])\C2=CC=CC=C2)C=C1OC.[Na+] (Sodium (E)-3-[5,6-dimethoxy-3-(4-methoxyphenoxy)-benzo[b]thiophen-2-yl]-2-phenyl-2-propenoate), [H][H] (hydrogen). Reagents/catalysts: [Pd] (Pd/C). Run in CO (methanol). Product: COC1=CC2=C(SC(=C2OC2=CC=C(C=C2)OC)CC(C(=O)O)C2=CC=CC=C2)C=C1OC (3-[5,6-Dimethoxy-3-(4-methoxyphenoxy)-benzo[b]thiophen-2-yl]-2-phenyl-propanoic acid). As a reaction SMILES: [CH3:1][O:2][C:3]1[C:31]([O:32][CH3:33])=[CH:30][C:6]2[S:7][C:8](/[CH:19]=[C:20](\[C:24]3[CH:29]=[CH:28][CH:27]=[CH:26][CH:25]=3)/[C:21]([O-:23])=[O:22])=[C:9]([O:10][C:11]3[CH:16]=[CH:15][C:14]([O:17][CH3:18])=[CH:13][CH:12]=3)[C:5]=2[CH:4]=1.[Na+].[H][H]>CO.[Pd]>[CH3:1][O:2][C:3]1[C:31]([O:32][CH3:33])=[CH:30][C:6]2[S:7][C:8]([CH2:19][CH:20]([C:24]3[CH:25]=[CH:26][CH:27]=[CH:28][CH:29]=3)[C:21]([OH:23])=[O:22])=[C:9]([O:10][C:11]3[CH:16]=[CH:15][C:14]([O:17][CH3:18])=[CH:13][CH:12]=3)[C:5]=2[CH:4]=1 |f:0.1|. Procedure: The compound obtained in Example 6 after Step F is used as substrate, which is treated with a stream of hydrogen in the presence of 10% Pd/C in methanol for 24 hours. Filtration, at the end of the reaction, followed by chromatography over silica gel enables the expected product to be isolated.